Dataset: the Open Reaction Database (ORD), a public repository of structured organic reaction records. Task: describe an organic reaction: reactants, conditions, products, and yield Procedure: Dibenzylphosphoryl-L-alanyl-L-proline (1.4 g, 3.2 m mole), HOBt (476 mg, 3.5 m mole) and oily D-proline benzylester hydrochloride (968 mg, 4 m mole) were dissolved in DMF (5 ml) and WSC (0.64 ml, 3.5 m mole) were added thereto while cooling to -15° C. The reaction was carried out for 3 hours under cooling and then overnight at room temperature, and ethyl acetate (100 ml) was added to the reaction solution. The mixture was washed with 1N hydrochloric acid, 5% sodium bicarbonate and water in order... Run in CN(C)C=O (DMF), C(C)(=O)OCC (ethyl acetate). The reactants are CCN=C=NCCCN(C)C (WSC), C(C1=CC=CC=C1)P(=O)(CC1=CC=CC=C1)N[C@@H](C)C(=O)N1[C@H](C(=O)O)CCC1 (Dibenzylphosphoryl-L-alanyl-L-proline), C=1C=CC2=C(C1)N=NN2O (HOBt), Cl.C(C1=CC=CC=C1)OC([C@@H]1NCCC1)=O (D-proline benzylester hydrochloride). Reaction SMILES: [CH2:1]([P:8]([NH:17][C@H:18]([C:20]([N:22]1[CH2:29][CH2:28][CH2:27][C@H:23]1[C:24](O)=[O:25])=[O:21])[CH3:19])([CH2:10][C:11]1[CH:16]=[CH:15][CH:14]=[CH:13][CH:12]=1)=[O:9])[C:2]1[CH:7]=[CH:6][CH:5]=[CH:4][CH:3]=1.C1C=CC2N(O)N=NC=2C=1.Cl.[CH2:41]([O:48][C:49](=[O:55])[C@H:50]1[CH2:54][CH2:53][CH2:52][NH:51]1)[C:42]1[CH:47]=[CH:46][CH:45]=[CH:44][CH:43]=1.CCN=C=NCCCN(C)C>CN(C=O)C.C(OCC)(=O)C>[CH2:41]([O:48][C:49](=[O:55])[C@H:50]1[CH2:54][CH2:53][CH2:52][N:51]1[C:24](=[O:25])[C@@H:23]1[CH2:27][CH2:28][CH2:29][N:22]1[C:20](=[O:21])[C@H:18]([CH3:19])[NH:17][P:8]([CH2:1][C:2]1[CH:3]=[CH:4][CH:5]=[CH:6][CH:7]=1)([CH2:10][C:11]1[CH:12]=[CH:13][CH:14]=[CH:15][CH:16]=1)=[O:9])[C:42]1[CH:43]=[CH:44][CH:45]=[CH:46][CH:47]=1 |f:2.3|. Product: C(C1=CC=CC=C1)OC([C@@H]1N(CCC1)C([C@H]1N(CCC1)C([C@@H](NP(=O)(CC1=CC=CC=C1)CC1=CC=CC=C1)C)=O)=O)=O (dibenzylphosphoryl-L-alanyl-L-prolyl-D-proline benzylester). Run at temperature -15 celsius, time 3 hour. Starting materials: N1=CC=CC=C1 (pyridine), O (water), CC(CC1=CC(=C(C=C1)CCC=O)C(=O)O)C (3-(4-(2,2-dimethylethyl)carboxyphenyl)-1-propanal), C(CC(=O)OCC)(=O)OCC (diethyl malonate), C1CCOC1 (THF), C1CCOC1 (THF). The reagents and catalysts are Cl[Ti](Cl)(Cl)Cl (TiCl4). Run in C(Cl)(Cl)(Cl)Cl (CCl4). Run at temperature -1.5 celsius, time 8 hour. The product is C(C)OC(C(=C(CCC1=C(C=C(C=C1)CC(C)C)C(=O)O)C(=O)O)CC)=O (2-ethylcarboxy-5-(4-(2,2-dimethylethyl)carboxyphenyl)-2-pentenoic acid ethyl ester). Isolated yield 97.0%. Reaction SMILES: [CH3:1][CH:2]([CH3:17])[CH2:3][C:4]1[CH:9]=[CH:8][C:7]([CH2:10][CH2:11][CH:12]=O)=[C:6]([C:14]([OH:16])=[O:15])[CH:5]=1.C(OCC)(=O)C[C:20]([O:22]CC)=[O:21].N1[CH:34]=[CH:33][CH:32]=[CH:31]C=1.[OH2:35].C1C[O:39][CH2:38][CH2:37]1>C(Cl)(Cl)(Cl)Cl.Cl[Ti](Cl)(Cl)Cl>[CH2:38]([O:39][C:34](=[O:35])[C:33]([CH2:32][CH3:31])=[C:12]([C:20]([OH:22])=[O:21])[CH2:11][CH2:10][C:7]1[CH:8]=[CH:9][C:4]([CH2:3][CH:2]([CH3:17])[CH3:1])=[CH:5][C:6]=1[C:14]([OH:16])=[O:15])[CH3:37]. Procedure: A mixture of 25.7 ml (45.14 g, 0.238 mol) of TiCl4 in 57 ml CCl4 was added dropwise to 475 ml of mechanically-stirring THF that had been cooled to -1.5° C. The mechanical stirring and dropwise addition were done to keep the temperature <3.5° C. The resulting yellow suspension was slowly combined with a second mixture of 27.8 grams (0.119 mol) of 3-(4-(2,2-dimethylethyl)carboxyphenyl)-1-propanal and 19 grams (0.119 mol) of diethyl malonate in 57 ml of dry THF. The combination is performed slowly ... Starting materials: ClC=1C=C(C#N)C=C(C1)Cl (3,5-dichloro-benzonitrile), ClCl (chlorine), C[O-].[Na+] (sodium methoxide), COC (methyl ether). The product is ClC=1C=C(C#N)C=C(C1)O (3-Chloro-5-hydroxy-benzonitrile). RXN SMILES: [Cl:1][C:2]1[CH:3]=[C:4]([CH:7]=[C:8](Cl)[CH:9]=1)[C:5]#[N:6].ClCl.C[O-].[Na+].C[O:17]C>>[Cl:1][C:2]1[CH:3]=[C:4]([CH:7]=[C:8]([OH:17])[CH:9]=1)[C:5]#[N:6] |f:2.3|. Reported procedure: The requisite phenols utilized in the condensation with 15 or 18b were prepared as depicted in SCHEME 3. Dibromofluorobenzene (20a) was treated with sodium methoxide resulting in displacement of the fluorine substituent to afford 20b. Monometallation and formylation of the resulting lithium salt with DMF afforded 21. Conversion of the formyl group into a difluoromethyl group was effected with DAST. Demethylation of the methyl ether afforded the requisite phenol 23. 3-Chloro-5-hydroxy-benzonitril... Starting materials: CCOC(=O)OCC, C1CCOC1, [Li]CCCC, Cc1cccc(Cl)n1, [Cl-], [NH4+], O. Product: CCOC(=O)Cc1cccc(Cl)n1. RXN SMILES: [C:14]([O:15][CH2:16][CH3:17])([O:18][CH2:20][CH3:21])=[O:19].[CH2:24]1[O:25][CH2:26][CH2:27][CH2:28]1.[CH3:1][CH2:2][CH2:3][CH2:4][Li:5].[CH3:6][c:7]1[cH:8][cH:9][cH:10][c:11]([Cl:13])[n:12]1.[Cl-:22].[NH4+:23].[OH2:29]>>[CH2:6]([c:7]1[cH:8][cH:9][cH:10][c:11]([Cl:13])[n:12]1)[C:14]([O:15][CH2:16][CH3:17])=[O:18]. The reactants are CN(C)Cc1c(O)ccc2c1ccn2S(=O)(=O)c1ccccc1, O=C(O)C(F)(F)F, [H-], CCI, [Na+], CN(C)C=O, O. Yields the product CCOc1ccc2c(ccn2S(=O)(=O)c2ccccc2)c1CN(C)C, O=C(O)C(F)(F)F. As a reaction SMILES: [CH3:10][N:11]([CH3:12])[CH2:13][c:14]1[c:15]2[cH:16][cH:17][n:18]([S:24](=[O:25])(=[O:26])[c:27]3[cH:28][cH:29][cH:30][cH:31][cH:32]3)[c:19]2[cH:20][cH:21][c:22]1[OH:23].[F:3][C:4]([C:5](=[O:6])[OH:7])([F:8])[F:9].[H-:2].[I:33][CH2:34][CH3:35].[Na+:1].[O:37]=[CH:38][N:39]([CH3:40])[CH3:41].[OH2:36]>>[CH3:10][N:11]([CH3:12])[CH2:13][c:14]1[c:15]2[cH:16][cH:17][n:18]([S:24](=[O:25])(=[O:26])[c:27]3[cH:28][cH:29][cH:30][cH:31][cH:32]3)[c:19]2[cH:20][cH:21][c:22]1[O:23][CH2:34][CH3:35].[F:3][C:4]([C:5](=[O:6])[OH:7])([F:8])[F:9]. Reactants: COC(=O)CBr, Cc1ncnc(C)c1C(=O)NCCC(C)N1CCC(N(Cc2cc(C#N)ccc2F)c2ccc(O)cc2)CC1, [K+], [K+], O=C([O-])[O-], CN(C)C=O. Yields the product COC(=O)COc1ccc(N(Cc2cc(C#N)ccc2F)C2CCN(C(C)CCNC(=O)c3c(C)ncnc3C)CC2)cc1. As a reaction SMILES: [Br:40][CH2:41][C:42](=[O:43])[O:44][CH3:45].[C:1](#[N:2])[c:3]1[cH:4][cH:5][c:6]([F:39])[c:7]([CH2:8][N:9]([CH:10]2[CH2:11][CH2:12][N:13]([CH:16]([CH2:17][CH2:18][NH:19][C:20](=[O:21])[c:22]3[c:23]([CH3:29])[n:24][cH:25][n:26][c:27]3[CH3:28])[CH3:30])[CH2:14][CH2:15]2)[c:31]2[cH:32][cH:33][c:34]([OH:37])[cH:35][cH:36]2)[cH:38]1.[K+:46].[K+:47].[O-:48][C:49]([O-:50])=[O:51].[O:52]=[CH:53][N:54]([CH3:55])[CH3:56]>>[C:1](#[N:2])[c:3]1[cH:4][cH:5][c:6]([F:39])[c:7]([CH2:8][N:9]([CH:10]2[CH2:11][CH2:12][N:13]([CH:16]([CH2:17][CH2:18][NH:19][C:20](=[O:21])[c:22]3[c:23]([CH3:29])[n:24][cH:25][n:26][c:27]3[CH3:28])[CH3:30])[CH2:14][CH2:15]2)[c:31]2[cH:32][cH:33][c:34]([O:37][CH2:41][C:42](=[O:43])[O:44][CH3:45])[cH:35][cH:36]2)[cH:38]1.